Dataset: the Open Reaction Database (ORD), a public repository of structured organic reaction records. Task: describe an organic reaction: reactants, conditions, products, and yield The reactants are C(C)(=O)C1=CC=C(C(=C1OCCCC(=O)OCC)CCC)SC(N(C)C)=O (Ethyl 4-(6-acetyl-3-(N,N-dimethylcarbamoylthio)-2-propylphenoxy)butyrate), [OH-].[K+] (potassium hydroxide), Ice water, S(O)(O)(=O)=O (sulfuric acid). Solvent: C(C)O (ethanol). Yields the product C(C)(=O)C1=CC=C(C(=C1OCCCC(=O)OCC)CCC)S (Ethyl 4-(6-acetyl-3-mercapto-2-propylphenoxy)butyrate). Isolated yield 89.7%. Reaction SMILES: [C:1]([C:4]1[C:9]([O:10][CH2:11][CH2:12][CH2:13][C:14]([O:16][CH2:17][CH3:18])=[O:15])=[C:8]([CH2:19][CH2:20][CH3:21])[C:7]([S:22]C(=O)N(C)C)=[CH:6][CH:5]=1)(=[O:3])[CH3:2].[OH-].[K+].S(=O)(=O)(O)O>C(O)C>[C:1]([C:4]1[C:9]([O:10][CH2:11][CH2:12][CH2:13][C:14]([O:16][CH2:17][CH3:18])=[O:15])=[C:8]([CH2:19][CH2:20][CH3:21])[C:7]([SH:22])=[CH:6][CH:5]=1)(=[O:3])[CH3:2] |f:1.2|. Procedure: Ethyl 4-(6-acetyl-3-(N,N-dimethylcarbamoylthio)-2-propylphenoxy)butyrate (10.6 g) and potassium hydroxide (4.5 g) in ethanol (100 ml) were heated with stirring under refluxing for 1.5 hours. Ice water and conc. sulfuric acid were added thereto (pH 1), and then the mixture was subjected to extraction. The organic layer was washed with water and aqueous solution of sodium chloride, followed by being dried over sodium sulfate and then concentrated under a reduced pressure. To the resultant residue ... Starting materials: B, NC12CC3CC(C1)CC(C(=O)O)(C3)C2, [Na+], C1CCOC1, [OH-]. Product: NC12CC3CC(C1)CC(CO)(C3)C2. Reaction SMILES: [BH3:15].[NH2:1][C:2]12[CH2:3][C:4]3([C:12](=[O:13])[OH:14])[CH2:5][CH:6]([CH2:7][CH:8]([CH2:9]1)[CH2:10]3)[CH2:11]2.[Na+:17].[O:18]1[CH2:19][CH2:20][CH2:21][CH2:22]1.[OH-:16]>>[NH2:1][C:2]12[CH2:3][C:4]3([CH2:12][OH:13])[CH2:5][CH:6]([CH2:7][CH:8]([CH2:9]1)[CH2:10]3)[CH2:11]2. The reagents and catalysts are [Cu]I (CuI). Isolated yield 51.9%. Reaction conditions: temperature 110 celsius, time 16 hour. The reactants are BrC1=CC2=C(N3C(=N2)CN(CC3)C(=O)OC(C)(C)C)C=C1 (tert-Butyl 8-bromo-3,4-dihydropyrazino[1,2-a]benzimidazole-2(1H)-carboxylate), C(C1=CC=CC=C1)OC1=CC(NC=C1)=O (4-(benzyloxy)pyridin-2(1H)-one), CN[C@H]1[C@@H](CCCC1)NC (trans-N,N′dimethylcyclohexane-1,2-diamine), C(=O)([O-])[O-].[Cs+].[Cs+] (Cs2CO3). Reaction SMILES: Br[C:2]1[CH:21]=[CH:20][C:5]2[N:6]3[CH2:12][CH2:11][N:10]([C:13]([O:15][C:16]([CH3:19])([CH3:18])[CH3:17])=[O:14])[CH2:9][C:7]3=[N:8][C:4]=2[CH:3]=1.[CH2:22]([O:29][C:30]1[CH:35]=[CH:34][NH:33][C:32](=[O:36])[CH:31]=1)[C:23]1[CH:28]=[CH:27][CH:26]=[CH:25][CH:24]=1.CN[C@@H]1CCCC[C@H]1NC.C([O-])([O-])=O.[Cs+].[Cs+]>O1CCOCC1.C(Cl)Cl.CO.[NH4+].[OH-].[Cu]I>[CH2:22]([O:29][C:30]1[CH:35]=[CH:34][N:33]([C:2]2[CH:21]=[CH:20][C:5]3[N:6]4[CH2:12][CH2:11][N:10]([C:13]([O:15][C:16]([CH3:19])([CH3:18])[CH3:17])=[O:14])[CH2:9][C:7]4=[N:8][C:4]=3[CH:3]=2)[C:32](=[O:36])[CH:31]=1)[C:23]1[CH:24]=[CH:25][CH:26]=[CH:27][CH:28]=1 |f:3.4.5,7.8.9.10|. Yields the product C(C1=CC=CC=C1)OC1=CC(N(C=C1)C1=CC2=C(N3C(=N2)CN(CC3)C(=O)OC(C)(C)C)C=C1)=O (tert-Butyl 8-(4-(benzyloxy)-2-oxopyridin-1(2H)-yl)-3,4-dihydropyrazino[1,2-a]benzimidazole-2(1H)-carboxylate). Procedure: tert-Butyl 8-bromo-3,4-dihydropyrazino[1,2-a]benzimidazole-2(1H)-carboxylate (188 mg, 0.534 mmol), 4-(benzyloxy)pyridin-2(1H)-one (118 mg, 0.589 mmol), CuI (203 mg, 1.07 mmol), trans-N,N′dimethylcyclohexane-1,2-diamine (76 mg, 0.54 mmol) and Cs2CO3 (192 mg, 0.591 mmol) in 1,4-dioxane (15 mL) were sparged with a nitrogen stream for 45 min and then stirred at 110° C. for 16 h. The mixture was diluted with 90:9:1 CH2Cl2/MeOH/NH4OH (50 mL) and washed with brine (3×50 mL). The resulting solution was ... Run in O1CCOCC1 (1,4-dioxane), C(Cl)Cl.CO.[NH4+].[OH-] (CH2Cl2 MeOH NH4OH). Starting materials: CC(O[Si](C)(C)C(C)(C)C)C(O[Si](C)(C)C(C)(C)C)C(CC(O[Si](C)(C)C(C)(C)C)c1cocn1)O[Si](C)(C)C(C)(C)C, C1CCOC1, CCCCCC, O=Cc1cnco1, Cl, [Li]CCCC, O. Yields the product CC(O[Si](C)(C)C(C)(C)C)C(O[Si](C)(C)C(C)(C)C)C(CC(O[Si](C)(C)C(C)(C)C)c1coc(C(O)c2cnco2)n1)O[Si](C)(C)C(C)(C)C. As a reaction SMILES: [C:6]([CH3:7])([CH3:8])([CH3:9])[Si:10]([O:11][CH:12]([CH2:13][CH:14]([CH:15]([CH:16]([CH3:17])[O:18][Si:19]([CH3:20])([CH3:21])[C:22]([CH3:23])([CH3:24])[CH3:25])[O:26][Si:27]([CH3:28])([CH3:29])[C:30]([CH3:31])([CH3:32])[CH3:33])[O:34][Si:35]([CH3:36])([CH3:37])[C:38]([CH3:39])([CH3:40])[CH3:41])[c:42]1[n:43][cH:44][o:45][cH:46]1)([CH3:47])[CH3:48].[CH2:63]1[O:64][CH2:65][CH2:66][CH2:67]1.[CH3:57][CH2:58][CH2:59][CH2:60][CH2:61][CH3:62].[CH:49](=[O:50])[c:51]1[cH:52][n:53][cH:54][o:55]1.[ClH:56].[Li:1][CH2:2][CH2:3][CH2:4][CH3:5].[OH2:68]>>[C:6]([CH3:7])([CH3:8])([CH3:9])[Si:10]([O:11][CH:12]([CH2:13][CH:14]([CH:15]([CH:16]([CH3:17])[O:18][Si:19]([CH3:20])([CH3:21])[C:22]([CH3:23])([CH3:24])[CH3:25])[O:26][Si:27]([CH3:28])([CH3:29])[C:30]([CH3:31])([CH3:32])[CH3:33])[O:34][Si:35]([CH3:36])([CH3:37])[C:38]([CH3:39])([CH3:40])[CH3:41])[c:42]1[n:43][c:44]([CH:49]([OH:50])[c:51]2[cH:52][n:53][cH:54][o:55]2)[o:45][cH:46]1)([CH3:47])[CH3:48]. Reactants: 5-chloro-1-iodobutane, CCCCC (pentane), CON(C(C1=C(C=CC(=C1)Cl)OC)=O)C (N-methoxy-N-methyl-5-chloro-2-methoxybenzamide), [Cl-].[NH4+] (ammonium chloride), C(C)(C)(C)[Li] (tert-butyllithium). The solvent is CCOCC (ether), CCOCC (ether), C1CCOC1 (THF). Reaction conditions: temperature -65 celsius. Yields the product ClCCCCC(=O)C1=C(C=CC(=C1)Cl)OC (5-chloro-1-(5-chloro-2-methoxy-phenyl)-1-pentanone). As a reaction SMILES: [CH3:1][CH2:2][CH2:3][CH2:4]C.C([Li])(C)(C)C.CON(C)[C:14](=[O:24])[C:15]1[CH:20]=[C:19]([Cl:21])[CH:18]=[CH:17][C:16]=1[O:22][CH3:23].[Cl-:26].[NH4+]>C1COCC1.CCOCC>[Cl:26][CH2:4][CH2:3][CH2:2][CH2:1][C:14]([C:15]1[CH:20]=[C:19]([Cl:21])[CH:18]=[CH:17][C:16]=1[O:22][CH3:23])=[O:24] |f:3.4|. Procedure details: A mixture of 5-chloro-1-iodobutane (30 g, 137.6 mmol), ether (300 mL) and pentane (500 mL) was cooled to approximately -65° C. and then tert-butyllithium (1.7M, 160 mL, 0.27 moles) was added over 30 minutes such that the reaction mixture remained below approximately -55° C. The mixture was cooled 1 hour with stirring at -65° C. to -60° C. and then N-methoxy-N-methyl-5-chloro-2-methoxybenzamide (25 g, 0.11 mol), prepared as in Example 4, in THF (approximately 80 mL) was added. The mixture was dil... The reactants are NC1=CC(=C(C=C1)S(=O)(=N)C)OC ((RS)-S-(4-amino-2-methoxyphenyl)-S-methyl sulfoximide), BrC=1C(=NC(=NC1)Cl)O[C@@H]([C@@H](C)O)C ((2R,3R)-3-[(5-bromo-2-chloropyrimidin-4-yl)oxy]-butan-2-ol), solution, Cl (HCl), solution, C(CCC)O.CO (n-butanol methanol). The solvent is C(C)#N (acetonitrile), O1CCOCC1 (dioxane). The product is BrC=1C(=NC(=NC1)NC1=CC(=C(C=C1)S(=O)(=N)C)OC)O[C@@H]([C@@H](C)O)C ((RS)-S-[4-({5-bromo-4-[(1R,2R)-2-hydroxy-1-methylpropoxy]pyrimidin-2-yl}amino)-2-methoxyphenyl]-S-methyl sulfoximide). RXN SMILES: [NH2:1][C:2]1[CH:7]=[CH:6][C:5]([S:8]([CH3:11])(=[NH:10])=[O:9])=[C:4]([O:12][CH3:13])[CH:3]=1.[Br:14][C:15]1[C:16]([O:22][C@H:23]([CH3:27])[C@H:24]([OH:26])[CH3:25])=[N:17][C:18](Cl)=[N:19][CH:20]=1.Cl.C(O)CCC.CO>C(#N)C.O1CCOCC1>[Br:14][C:15]1[C:16]([O:22][C@H:23]([CH3:27])[C@H:24]([OH:26])[CH3:25])=[N:17][C:18]([NH:1][C:2]2[CH:7]=[CH:6][C:5]([S:8]([CH3:11])(=[NH:10])=[O:9])=[C:4]([O:12][CH3:13])[CH:3]=2)=[N:19][CH:20]=1 |f:3.4|. Procedure: 220 mg (1.1 mmol) of (RS)-S-(4-amino-2-methoxyphenyl)-S-methyl sulfoximide and 280 mg (1.0 mmol) of (2R,3R)-3-[(5-bromo-2-chloropyrimidin-4-yl)oxy]-butan-2-ol in 10 ml of acetonitrile are mixed with 0.28 ml of a 4N solution of HCl in dioxane and stirred under reflux overnight. It is mixed with 1 ml of a solution of n-butanol/methanol (9:1) and stirred under reflux for another 5 days. The batch is concentrated by evaporation, and the residue is purified by chromatography (DCM/ethanol 8:2). 36 mg ...